From a dataset of the Open Reaction Database (ORD), a public repository of structured organic reaction records. describe an organic reaction: reactants, conditions, products, and yield Starting materials: C([O-])(O)=O.[Na+] (sodium bicarbonate), FC=1C=C(N)C=CC1C1N(CCCNC1)C(=O)OC(C)(C)C (3-Fluoro-4-(N-tert-butoxycarbonylhomopiperazinyl)aniline), C(C1=CC=CC=C1)OC(=O)Cl (benzylchloroformate). Run in C1CCOC1 (THF). Run at time 18 hour. Product: C(C1=CC=CC=C1)OC(=O)NC1=CC(=C(C=C1)C1N(CCCNC1)C(=O)OC(C)(C)C)F (N-Benzyloxycarbonyl-3-fluoro-4-(N-tert-butoxylcarbonylhomopiperazinyl) aniline). The yield is 135.3%. RXN SMILES: [F:1][C:2]1[CH:3]=[C:4]([CH:6]=[CH:7][C:8]=1[CH:9]1[CH2:15][NH:14][CH2:13][CH2:12][CH2:11][N:10]1[C:16]([O:18][C:19]([CH3:22])([CH3:21])[CH3:20])=[O:17])[NH2:5].C(=O)(O)[O-].[Na+].[CH2:28]([O:35][C:36](Cl)=[O:37])[C:29]1[CH:34]=[CH:33][CH:32]=[CH:31][CH:30]=1>C1COCC1>[CH2:28]([O:35][C:36]([NH:5][C:4]1[CH:6]=[CH:7][C:8]([CH:9]2[CH2:15][NH:14][CH2:13][CH2:12][CH2:11][N:10]2[C:16]([O:18][C:19]([CH3:22])([CH3:21])[CH3:20])=[O:17])=[C:2]([F:1])[CH:3]=1)=[O:37])[C:29]1[CH:34]=[CH:33][CH:32]=[CH:31][CH:30]=1 |f:1.2|. Procedure details: To 3-Fluoro-4-(N-tert-butoxycarbonylhomopiperazinyl)aniline (2.6 g, 8.4 mmol) in THF (25 ml) cooled to 5° C., sodium bicarbonate (0.85 g 10.1 mmol), was added and then benzylchloroformate (1.72 g, 10 mmol) was added dropwise. The reaction mixture was stirred for 18 hrs. at R.T. and then filtered. The filtrate was evaporated in vacuo. The residue was dissolved in dichloromethane and washed with saturated sodium bicarbonate solution and brine water. The organic layer was dried over anhyd Na2SO4 an... Reactants: C(C1=CC=CC=C1)OC1=CC=C(OC2=NC=C(C=C2)[N+](=O)[O-])C=C1 (2-(4-Benzyloxyphenoxy)-5-nitropyridine), C(C)(=O)O (acetic acid). Reagents/catalysts: [Zn] (zinc). Run in CO (methanol). The product is C(C1=CC=CC=C1)OC1=CC=C(OC2=CC=C(C=N2)N)C=C1 (6-(4-Benzyloxyphenoxy)pyridin-3-ylamine). As a reaction SMILES: [CH2:1]([O:8][C:9]1[CH:24]=[CH:23][C:12]([O:13][C:14]2[CH:19]=[CH:18][C:17]([N+:20]([O-])=O)=[CH:16][N:15]=2)=[CH:11][CH:10]=1)[C:2]1[CH:7]=[CH:6][CH:5]=[CH:4][CH:3]=1.C(O)(=O)C>CO.[Zn]>[CH2:1]([O:8][C:9]1[CH:24]=[CH:23][C:12]([O:13][C:14]2[N:15]=[CH:16][C:17]([NH2:20])=[CH:18][CH:19]=2)=[CH:11][CH:10]=1)[C:2]1[CH:3]=[CH:4][CH:5]=[CH:6][CH:7]=1. Procedure details: 2-(4-Benzyloxyphenoxy)-5-nitropyridine (7.84 g, 24.32 mmol) and zinc (15.16 g, 231.8 mmol) were suspended in 300 ml of methanol. Under argon 5.2 ml of acetic acid were slowly added dropwise at room temperature. After 1 h the mixture was filtered and the filtrate was concentrated. The crude product obtained was further reacted without purification.